From a dataset of the Open Reaction Database (ORD), a public repository of structured organic reaction records. describe an organic reaction: reactants, conditions, products, and yield Procedure details: 2,3-dihydro-1,3-benzothiazole synthesized from 2-aminobenzenethiol (359 mg) and 37% formalin (0.24 mL) in the same manner as in Example 1 was dissolved in chloroform (10 mL), and triethylamine (0.80 mL) and 3-cyano-4-methoxy-5-trifluoromethoxybenzoyl chloride were added to the solution, and then the mixture was stirred at room temperature for 17 hours. The solvent was distilled off under reduced pressure and water was added, and then the mixture was extracted with ethyl acetate. The organic laye... Conditions: time 17 hour. Yields the product C(#N)C=1C=C(C(=O)N2CSC3=C2C=CC=C3)C=C(C1OC)OC(F)(F)F (3-(3-cyano-4-methoxy-5-trifluoromethoxybenzoyl)-2,3-dihydro-1,3-benzothiazole). The solvent is C(Cl)(Cl)Cl (chloroform), C(C)N(CC)CC (triethylamine). Starting materials: S1CNC2=C1C=CC=C2 (2,3-dihydro-1,3-benzothiazole), NC1=C(C=CC=C1)S (2-aminobenzenethiol), C=O (formalin), C(#N)C=1C=C(C(=O)Cl)C=C(C1OC)OC(F)(F)F (3-cyano-4-methoxy-5-trifluoromethoxybenzoyl chloride). RXN SMILES: [S:1]1[C:5]2[CH:6]=[CH:7][CH:8]=[CH:9][C:4]=2[NH:3][CH2:2]1.NC1C=CC=CC=1S.C=O.[C:20]([C:22]1[CH:23]=[C:24]([CH:28]=[C:29]([O:33][C:34]([F:37])([F:36])[F:35])[C:30]=1[O:31][CH3:32])[C:25](Cl)=[O:26])#[N:21]>C(Cl)(Cl)Cl.C(N(CC)CC)C>[C:20]([C:22]1[CH:23]=[C:24]([CH:28]=[C:29]([O:33][C:34]([F:35])([F:36])[F:37])[C:30]=1[O:31][CH3:32])[C:25]([N:3]1[C:4]2[CH:9]=[CH:8][CH:7]=[CH:6][C:5]=2[S:1][CH2:2]1)=[O:26])#[N:21]. Yield: 30.1%. Procedure details: To 34.0 g (0.15 mol) of 2,5-dichloro-benzene sulfonamide in 200 mL of DMF was added 16.0 g (0.28 mol) of sodium hydrogensulfide. The mixture was refluxed for 18 hours, then cooled, concentrated, and the solids collected by filtration. The solids were dissolved in hot water, the pH adjusted to 4.0 and the precipitate filtered. This material was dried to yield 10.1 g of the title compound, mp 142°-144° C. The solvent is CN(C)C=O (DMF). The reactants are ClC1=C(C=C(C=C1)Cl)S(=O)(=O)N (2,5-dichloro-benzene sulfonamide), S.[Na] (sodium hydrogensulfide). As a reaction SMILES: Cl[C:2]1[CH:7]=[CH:6][C:5]([Cl:8])=[CH:4][C:3]=1[S:9]([NH2:12])(=[O:11])=[O:10].[SH2:13].[Na]>CN(C=O)C>[SH:13][C:2]1[CH:7]=[CH:6][C:5]([Cl:8])=[CH:4][C:3]=1[S:9]([NH2:12])(=[O:11])=[O:10] |f:1.2,^1:13|. Product: SC1=C(C=C(C=C1)Cl)S(=O)(=O)N (2-Mercapto-5-chloro-benzenesulfonamide).